Dataset: the Open Reaction Database (ORD), a public repository of structured organic reaction records. Task: describe an organic reaction: reactants, conditions, products, and yield Starting materials: O=C([O-])[O-], CC(=O)O, CCCCCCCCS(N)(=O)=O, O=C1c2cccc(Cl)c2C(=O)c2cccc(Cl)c21, Clc1ccccc1, [K+], [K+], O. Product: CCCCCCCCS(=O)(=O)Nc1cccc2c1C(=O)c1cccc(Cl)c1C2=O. As a reaction SMILES: [C:31](=[O:32])([O-:33])[O-:34].[C:38]([OH:39])(=[O:40])[CH3:41].[CH2:19]([CH2:20][CH2:21][CH2:22][CH2:23][CH2:24][CH2:25][CH3:26])[S:27](=[O:28])(=[O:29])[NH2:30].[Cl:1][c:2]1[cH:3][cH:4][cH:5][c:6]2[c:15]1[C:14](=[O:16])[c:13]1[c:8]([c:9]([Cl:17])[cH:10][cH:11][cH:12]1)[C:7]2=[O:18].[Cl:42][c:43]1[cH:44][cH:45][cH:46][cH:47][cH:48]1.[K+:35].[K+:36].[OH2:37]>>[c:2]1([NH:30][S:27]([CH2:19][CH2:20][CH2:21][CH2:22][CH2:23][CH2:24][CH2:25][CH3:26])(=[O:28])=[O:29])[cH:3][cH:4][cH:5][c:6]2[c:15]1[C:14](=[O:16])[c:13]1[c:8]([c:9]([Cl:17])[cH:10][cH:11][cH:12]1)[C:7]2=[O:18]. Reactants: CCC(=O)C1CCN(C(=O)OC(C)(C)C)CC1, COC(=O)OC, CC(C)(C)[O-], COC, [K+]. The product is COC(=O)C(C)C(=O)C1CCN(C(=O)OC(C)(C)C)CC1. As a reaction SMILES: [C:1]([CH2:2][CH3:3])(=[O:4])[CH:5]1[CH2:6][CH2:7][N:8]([C:11](=[O:12])[O:13][C:14]([CH3:15])([CH3:16])[CH3:17])[CH2:9][CH2:10]1.[CH3:18][O:19][C:20]([O:21][CH3:22])=[O:23].[CH3:24][C:25]([CH3:26])([O-:27])[CH3:28].[CH3:30][O:31][CH3:32].[K+:29]>>[C:1]([CH:2]([CH3:3])[C:20]([O:21][CH3:22])=[O:23])(=[O:4])[CH:5]1[CH2:6][CH2:7][N:8]([C:11](=[O:12])[O:13][C:14]([CH3:15])([CH3:16])[CH3:17])[CH2:9][CH2:10]1. The reactants are CCN=C=NCCCN(C)C, CCN(C(C)C)C(C)C, Cl, NCC(=O)N1CCC(Oc2ccccc2Cl)CC1, CN(C)C=O, O, On1nnc2ccccc21, O=C(O)c1ccc(-c2nnco2)cc1. The product is O=C(NCC(=O)N1CCC(Oc2ccccc2Cl)CC1)c1ccc(-c2nnco2)cc1. RXN SMILES: [CH3:34][CH2:35][N:36]=[C:37]=[N:38][CH2:39][CH2:40][CH2:41][N:42]([CH3:43])[CH3:44].[CH:1]([N:2]([CH2:3][CH3:4])[CH:5]([CH3:6])[CH3:7])([CH3:8])[CH3:9].[ClH:45].[NH2:46][CH2:47][C:48](=[O:49])[N:50]1[CH2:51][CH2:52][CH:53]([O:56][c:57]2[c:58]([Cl:63])[cH:59][cH:60][cH:61][cH:62]2)[CH2:54][CH2:55]1.[O:64]=[CH:65][N:66]([CH3:67])[CH3:68].[OH2:69].[OH:24][n:25]1[c:26]2[c:27]([cH:28][cH:29][cH:30][cH:31]2)[n:32][n:33]1.[o:10]1[c:11](-[c:15]2[cH:16][cH:17][c:18]([C:19](=[O:20])[OH:21])[cH:22][cH:23]2)[n:12][n:13][cH:14]1>>[o:10]1[c:11](-[c:15]2[cH:16][cH:17][c:18]([C:19](=[O:21])[NH:46][CH2:47][C:48](=[O:49])[N:50]3[CH2:51][CH2:52][CH:53]([O:56][c:57]4[c:58]([Cl:63])[cH:59][cH:60][cH:61][cH:62]4)[CH2:54][CH2:55]3)[cH:22][cH:23]2)[n:12][n:13][cH:14]1. Reactants: CC(C)c1nc(N(C)S(C)(=O)=O)nc(-c2ccc(F)cc2)c1C=CC1CC(O)CC(=O)O1, [Ca+2], [OH-], [OH-], O. Yields the product CC(C)c1nc(N(C)S(C)(=O)=O)nc(-c2ccc(F)cc2)c1C=CC(O)CC(O)CC(=O)O. As a reaction SMILES: [CH3:1][N:2]([S:3](=[O:4])(=[O:5])[CH3:6])[c:7]1[n:8][c:9]([CH:30]([CH3:31])[CH3:32])[c:10]([CH:20]=[CH:21][CH:22]2[CH2:23][CH:24]([OH:29])[CH2:25][C:26](=[O:28])[O:27]2)[c:11](-[c:13]2[cH:14][cH:15][c:16]([F:19])[cH:17][cH:18]2)[n:12]1.[Ca+2:34].[OH-:33].[OH-:35].[OH2:36]>>[CH3:1][N:2]([S:3](=[O:4])(=[O:5])[CH3:6])[c:7]1[n:8][c:9]([CH:30]([CH3:31])[CH3:32])[c:10]([CH:20]=[CH:21][CH:22]([CH2:23][CH:24]([CH2:25][C:26]([OH:28])=[O:33])[OH:29])[OH:27])[c:11](-[c:13]2[cH:14][cH:15][c:16]([F:19])[cH:17][cH:18]2)[n:12]1. Reactants: CN1CCN(S(=O)(=O)Cl)CC1, Nc1ccc2c(c1)COC(NC1CCCc3ccccc31)=N2. The product is CN1CCN(S(=O)(=O)Nc2ccc3c(c2)COC(NC2CCCc4ccccc42)=N3)CC1. As a reaction SMILES: [CH3:23][N:24]1[CH2:25][CH2:26][N:27]([S:30](=[O:31])(=[O:32])[Cl:33])[CH2:28][CH2:29]1.[CH:1]1([NH:11][C:12]2=[N:17][c:16]3[c:15]([cH:21][c:20]([NH2:22])[cH:19][cH:18]3)[CH2:14][O:13]2)[CH2:2][CH2:3][CH2:4][c:5]2[cH:6][cH:7][cH:8][cH:9][c:10]21>>[CH:1]1([NH:11][C:12]2=[N:17][c:16]3[c:15]([cH:21][c:20]([NH:22][S:30]([N:27]4[CH2:26][CH2:25][N:24]([CH3:23])[CH2:29][CH2:28]4)(=[O:31])=[O:32])[cH:19][cH:18]3)[CH2:14][O:13]2)[CH2:2][CH2:3][CH2:4][c:5]2[cH:6][cH:7][cH:8][cH:9][c:10]21.